Dataset: the Open Reaction Database (ORD), a public repository of structured organic reaction records. Task: describe an organic reaction: reactants, conditions, products, and yield The reactants are O=C1C(=O)c2ccccc2C2=C1SCC1(CCNCC1)O2, O=C(Cl)c1cc2ccccc2s1. Yields the product O=C1C(=O)c2ccccc2C2=C1SCC1(CCN(C(=O)c3cc4ccccc4s3)CC1)O2. As a reaction SMILES: [NH:1]1[CH2:2][CH2:3][C:4]2([CH2:5][S:6][C:7]3=[C:8]([O:9]2)[c:10]2[cH:11][cH:12][cH:13][cH:14][c:15]2[C:16](=[O:19])[C:17]3=[O:18])[CH2:20][CH2:21]1.[s:22]1[c:23]([C:31](=[O:32])[Cl:33])[cH:24][c:25]2[c:26]1[cH:27][cH:28][cH:29][cH:30]2>>[N:1]1([C:31]([c:23]2[s:22][c:26]3[c:25]([cH:24]2)[cH:30][cH:29][cH:28][cH:27]3)=[O:32])[CH2:2][CH2:3][C:4]2([CH2:5][S:6][C:7]3=[C:8]([O:9]2)[c:10]2[cH:11][cH:12][cH:13][cH:14][c:15]2[C:16](=[O:19])[C:17]3=[O:18])[CH2:20][CH2:21]1. Starting materials: [BH3-]C#N, CC(=O)[O-], CO, O=CCc1ccc(F)cc1, COCCCN1CCOc2ccc(COC3CN(C(=O)OCc4ccccc4)CCC3c3ccc(OCCN)cc3)cc21, [Na+], [Na+], [Na+], C1CCOC1, O=C([O-])O. The product is COCCCN1CCOc2ccc(COC3CN(C(=O)OCc4ccccc4)CCC3c3ccc(OCCNCCc4ccc(F)cc4)cc3)cc21. Reaction SMILES: [C:59]([BH3-:60])#[N:61].[CH3:55][C:56](=[O:57])[O-:58].[CH3:73][OH:74].[F:44][c:45]1[cH:46][cH:47][c:48]([CH2:51][CH:52]=[O:53])[cH:49][cH:50]1.[NH2:1][CH2:2][CH2:3][O:4][c:5]1[cH:6][cH:7][c:8]([CH:11]2[CH:12]([O:27][CH2:28][c:29]3[cH:30][cH:31][c:32]4[c:33]([cH:43]3)[N:34]([CH2:38][CH2:39][CH2:40][O:41][CH3:42])[CH2:35][CH2:36][O:37]4)[CH2:13][N:14]([C:17](=[O:18])[O:19][CH2:20][c:21]3[cH:22][cH:23][cH:24][cH:25][cH:26]3)[CH2:15][CH2:16]2)[cH:9][cH:10]1.[Na+:54].[Na+:62].[Na+:63].[O:68]1[CH2:69][CH2:70][CH2:71][CH2:72]1.[OH:64][C:65](=[O:66])[O-:67]>>[NH:1]([CH2:2][CH2:3][O:4][c:5]1[cH:6][cH:7][c:8]([CH:11]2[CH:12]([O:27][CH2:28][c:29]3[cH:30][cH:31][c:32]4[c:33]([cH:43]3)[N:34]([CH2:38][CH2:39][CH2:40][O:41][CH3:42])[CH2:35][CH2:36][O:37]4)[CH2:13][N:14]([C:17](=[O:18])[O:19][CH2:20][c:21]3[cH:22][cH:23][cH:24][cH:25][cH:26]3)[CH2:15][CH2:16]2)[cH:9][cH:10]1)[CH2:52][CH2:51][c:48]1[cH:47][cH:46][c:45]([F:44])[cH:50][cH:49]1. Starting materials: C(C)(=O)OCC (ethyl acetate), O (water), CC1(C(C2=CC=CC(=C2CC1)OC)=O)C(=O)OC (2-methyl-2-methoxycarbonyl-5-methoxy-1-oxo-1,2,3,4-tetrahydronaphthalene). Run in FC(C(=O)O)(F)F (trifluoroacetic acid). Conditions: time 6 hour. The product is CC1(CC2=CC=CC(=C2CC1)OC)C(=O)OC (2-methyl-2-methoxycarbonyl-5-methoxy-1,2,3,4-tetrahydronaphthalene). The yield is 211.9%. RXN SMILES: [CH3:1][C:2]1([C:15]([O:17][CH3:18])=[O:16])[CH2:11][CH2:10][C:9]2[C:4](=[CH:5][CH:6]=[CH:7][C:8]=2[O:12][CH3:13])[C:3]1=O.C(OCC)(=O)C.O>FC(F)(F)C(O)=O>[CH3:1][C:2]1([C:15]([O:17][CH3:18])=[O:16])[CH2:11][CH2:10][C:9]2[C:4](=[CH:5][CH:6]=[CH:7][C:8]=2[O:12][CH3:13])[CH2:3]1. Reported procedure: To a solution of 2-methyl-2-methoxycarbonyl-5-methoxy-1-oxo-1,2,3,4-tetrahydronaphthalene (2.0 g) in trifluoroacetic acid (20 ml) was added triethyls4lane (2.0 ml) at room temperature. After being stirred for 6 hours at room temperature, the solution was poured into a mixture of ethyl acetate and water. The organic layer was washed with 1N-HCl solution, sat. NaHCO3, and brine, dried over MgSO4, and evaporated in vacuo. The residue was purified by chromatography on silica gel to afford 2-methyl-2...